Dataset: the Open Reaction Database (ORD), a public repository of structured organic reaction records. Task: describe an organic reaction: reactants, conditions, products, and yield Starting materials: O=C1N2[C@H](C=3N(C4=C1C=CC=C4)C=NC3C(=O)OCC)CCC2 (ethyl (S)-11,12,13,13a-tetrahydro-9-oxo-9H-imidazo[1,5-a]pyrrolo[2,1-c][1,4]benzodiazepine-1-carboxylate), [C-]#N.[K+] (potassium cyanide). Run in CO (methanol). The product is O=C1N2[C@H](C=3N(C4=C1C=CC=C4)C=NC3C(=O)OC)CCC2 (methyl (S)-11,12,13,13a-tetrahydro-9-oxo-9H-imidazo[1,5-a]pyrrolo[2,1-c][1,4]benzodiazepine-1-carboxylate). RXN SMILES: [O:1]=[C:2]1[C:8]2[CH:9]=[CH:10][CH:11]=[CH:12][C:7]=2[N:6]2[CH:13]=[N:14][C:15]([C:16]([O:18][CH2:19]C)=[O:17])=[C:5]2[C@@H:4]2[CH2:21][CH2:22][CH2:23][N:3]12.[C-]#N.[K+]>CO>[O:1]=[C:2]1[C:8]2[CH:9]=[CH:10][CH:11]=[CH:12][C:7]=2[N:6]2[CH:13]=[N:14][C:15]([C:16]([O:18][CH3:19])=[O:17])=[C:5]2[C@@H:4]2[CH2:21][CH2:22][CH2:23][N:3]12 |f:1.2|. Reported procedure: A mixture of 311 mg (1 mmol) of ethyl (S)-11,12,13,13a-tetrahydro-9-oxo-9H-imidazo[1,5-a]pyrrolo[2,1-c][1,4]benzodiazepine-1-carboxylate, 66 mg of potassium cyanide and 10 ml of absolute methanol is heated to boiling under reflux for 6 hours. The mixture is concentrated, a small amount of water is added, the mixture is extracted three times with 10 ml of chloroform each time, dried over magnesium sulphate, evaporated and recrystallised from ethyl acetate/hexane. There is obtained methyl (S)-11,1... Starting materials: FC1=CC=C(C(=O)C2=CC=C(C=C2)F)C=C1 (4,4'-difluorobenzophenone), C(CCC)[Li] (Butyl lithium), C(C)(C)NC1CCCCC1 (N-isopropylcyclohexylamine), C(CC)(=O)OCC (ethyl propionate). Solvent: O1CCCC1 (tetrahydrofuran). Run at temperature -40 celsius, time 30 minute. Product: FC1=CC=C(C=C1)C(C(C(=O)OCC)C)(O)C1=CC=C(C=C1)F (Ethyl 3,3-bis(4-fluorophenyl)-3-hydroxy-2-methylpropionate). Isolated yield 60.9%. Reaction SMILES: C([Li])CCC.C(NC1CCCCC1)(C)C.[C:16]([O:20][CH2:21][CH3:22])(=[O:19])[CH2:17][CH3:18].[F:23][C:24]1[CH:38]=[CH:37][C:27]([C:28]([C:30]2[CH:35]=[CH:34][C:33]([F:36])=[CH:32][CH:31]=2)=[O:29])=[CH:26][CH:25]=1>O1CCCC1>[F:23][C:24]1[CH:38]=[CH:37][C:27]([C:28]([C:30]2[CH:35]=[CH:34][C:33]([F:36])=[CH:32][CH:31]=2)([OH:29])[CH:17]([CH3:18])[C:16]([O:20][CH2:21][CH3:22])=[O:19])=[CH:26][CH:25]=1. Procedure details: Butyl lithium (8.6 mL of 2.1M solution, 18 mmol) was added to a solution of N-isopropylcyclohexylamine (2.8 g, 20 mmol) in 20 mL tetrahydrofuran at -5° C. After stirring for 30 minutes and further cooling to -40° C., ethyl propionate (2.0 g, 20 mmol) was added and the solution stirred for 0.5 hr. After further cooling to -60° C., 4,4'-difluorobenzophenone (2.2 g, 10 mmol) was added and the solution stirred for 2 hours at -60 to -40° C. and for another 2 hours at -15° C. The reaction was quenched... Reactants: C(C1=CC=CC=C1)OC(=O)N(CC)CC=1C=C(C(=O)O)C=CC1Br (3-[(benzyloxycarbonyl-ethyl-amino)-methyl]-4-bromo-benzoic acid), C(C)OC(CC1=CC(=C(C=C1)OC)B1OC(C(O1)(C)C)(C)C)=O ([4-methoxy-3-(4,4,5,5-tetramethyl-[1,3,2]dioxaborolan-2-yl)-phenyl]-acetic acid ethyl ester). The product is C(C1=CC=CC=C1)OC(=O)N(CC)CC1=C(C=CC(=C1)C(=O)O)C1=C(C=CC(=C1)CC(=O)OCC)OC (2-[(Benzyloxycarbonyl-ethyl-amino)-methyl]-5′-ethoxycarbonylmethyl-2′-methoxy-biphenyl-4-carboxylic acid). Reaction SMILES: [CH2:1]([O:8][C:9]([N:11]([CH2:14][C:15]1[CH:16]=[C:17]([CH:21]=[CH:22][C:23]=1Br)[C:18]([OH:20])=[O:19])[CH2:12][CH3:13])=[O:10])[C:2]1[CH:7]=[CH:6][CH:5]=[CH:4][CH:3]=1.[CH2:25]([O:27][C:28](=[O:47])[CH2:29][C:30]1[CH:35]=[CH:34][C:33]([O:36][CH3:37])=[C:32](B2OC(C)(C)C(C)(C)O2)[CH:31]=1)[CH3:26]>>[CH2:1]([O:8][C:9]([N:11]([CH2:14][C:15]1[CH:16]=[C:17]([C:18]([OH:20])=[O:19])[CH:21]=[CH:22][C:23]=1[C:32]1[CH:31]=[C:30]([CH2:29][C:28]([O:27][CH2:25][CH3:26])=[O:47])[CH:35]=[CH:34][C:33]=1[O:36][CH3:37])[CH2:12][CH3:13])=[O:10])[C:2]1[CH:7]=[CH:6][CH:5]=[CH:4][CH:3]=1. Procedure: Prepared according to the procedure described in Example 1, Step 4, using the following starting materials: 3-[(benzyloxycarbonyl-ethyl-amino)-methyl]-4-bromo-benzoic acid and [4-methoxy-3-(4,4,5,5-tetramethyl-[1,3,2]dioxaborolan-2-yl)-phenyl]-acetic acid ethyl ester. M+H is 506. Starting materials: C(C1=CC=CC=C1)=NN1C(N(CC1)C(S[C@@H]1[C@@H](C(N1CO)=O)NC(CC1=CC=CC=C1)=O)C(=O)OCC1=CC=C(C=C1)[N+](=O)[O-])=O ((3R,4R)-4-[1-(3-benzylideneamino-2-oxoimidazolidin-1-yl)-1-(p-nitrobenzyloxycarbonyl)methylthio]-1-hydroxymethyl-3-phenylacetamidoazetidin-2-one), N1=C(C=CC=C1C)C (2,6-lutidine), S(=O)(Cl)Cl (thionyl chloride). Solvent: O1CCCC1 (tetrahydrofuran). Reaction conditions: time 10 minute. Product: C(C1=CC=CC=C1)=NN1C(N(CC1)[C@@]1(CN2C([C@H]([C@H]2S1)NC(CC1=CC=CC=C1)=O)=O)C(=O)OCC1=CC=C(C=C1)[N+](=O)[O-])=O ((3R,5R,6R)-3-(3-benzylideneamino-2-oxoimidazolidin-1-yl)-3-(p-nitrobenzyloxycarbonyl)-7-oxo-6-phenylacetamido-4-thia- 1-azabicyclo[3.2.0]heptane). Isolated yield 45.7%. As a reaction SMILES: [CH:1](=[N:8][N:9]1[CH2:13][CH2:12][N:11]([CH:14]([C:33]([O:35][CH2:36][C:37]2[CH:42]=[CH:41][C:40]([N+:43]([O-:45])=[O:44])=[CH:39][CH:38]=2)=[O:34])[S:15][C@H:16]2[N:19]([CH2:20]O)[C:18](=[O:22])[C@H:17]2[NH:23][C:24](=[O:32])[CH2:25][C:26]2[CH:31]=[CH:30][CH:29]=[CH:28][CH:27]=2)[C:10]1=[O:46])[C:2]1[CH:7]=[CH:6][CH:5]=[CH:4][CH:3]=1.N1C(C)=CC=CC=1C.S(Cl)(Cl)=O>O1CCCC1>[CH:1](=[N:8][N:9]1[CH2:13][CH2:12][N:11]([C@@:14]2([C:33]([O:35][CH2:36][C:37]3[CH:42]=[CH:41][C:40]([N+:43]([O-:45])=[O:44])=[CH:39][CH:38]=3)=[O:34])[S:15][C@H:16]3[N:19]([C:18](=[O:22])[C@H:17]3[NH:23][C:24](=[O:32])[CH2:25][C:26]3[CH:27]=[CH:28][CH:29]=[CH:30][CH:31]=3)[CH2:20]2)[C:10]1=[O:46])[C:2]1[CH:7]=[CH:6][CH:5]=[CH:4][CH:3]=1. Procedure: In 420 ml of anhydrous tetrahydrofuran was dissolved 30.00 g of (3R,4R)-4-[1-(3-benzylideneamino-2-oxoimidazolidin-1-yl)-1-(p-nitrobenzyloxycarbonyl)methylthio]-1-hydroxymethyl-3-phenylacetamidoazetidin-2-one. To the solution were added, with ice cooling, 6.72 ml of 2,6-lutidine and 3.95 ml of thionyl chloride in this order. The mixture was stirred at room temperature for 10 minutes. The insolubles were removed by filtration. The solvent was removed by distillation under reduced pressure. The re... RXN SMILES: [CH3:1][O:2][CH2:3][CH2:4][OH:5].[H-].[Na+].F[C:9]1[CH:18]=[CH:17][CH:16]=[C:15]2[C:10]=1[C:11](=[O:19])[NH:12][CH:13]=[N:14]2>CC(N(C)C)=O>[CH3:1][O:2][CH2:3][CH2:4][O:5][C:9]1[CH:18]=[CH:17][CH:16]=[C:15]2[C:10]=1[C:11]([OH:19])=[N:12][CH:13]=[N:14]2 |f:1.2|. Conditions: time 30 minute. Solvent: CC(=O)N(C)C (DMA). Starting materials: COCCO (2-methoxyethanol), [H-].[Na+] (NaH), FC1=C2C(NC=NC2=CC=C1)=O (5-Fluoroquinazolin-4(3H)-one). Reported procedure: To a solution of 2-methoxyethanol (0.528 ml, 6.70 mmol) in DMA (6 mL) was slowly added 514 mg of a 60% dispersion of NaH (0.308 g, 12.8 mmol), and the reaction mixture was stirred at room temperature for 30 minutes. 5-Fluoroquinazolin-4(3H)-one (1.0 g, 6.09 mmol) was added and the reaction mixture was heated at 80° C. for 2 hours. The reaction was concentrated and the residue was suspended in EtOH (75 mL) and then filtered through GF/F paper. The filtrate was concentrated to afford the desired p... Product: COCCOC1=C2C(=NC=NC2=CC=C1)O (5-(2-methoxyethoxy)quinazolin-4-ol).